From a dataset of the Open Reaction Database (ORD), a public repository of structured organic reaction records. describe an organic reaction: reactants, conditions, products, and yield Starting materials: CCN(C(C)C)C(C)C, CCOC(=O)C(C)(C)N, CN(C)C=O, O=C(O)c1nc2ccc(Cl)nn2n1, Cl, O. Yields the product CCOC(=O)C(C)(C)NC(=O)c1nc2ccc(Cl)nn2n1. As a reaction SMILES: [CH2:14]([N:15]([CH:16]([CH3:17])[CH3:18])[CH:19]([CH3:20])[CH3:21])[CH3:22].[CH2:24]([CH3:25])[O:26][C:27]([C:28]([CH3:29])([CH3:30])[NH2:31])=[O:32].[CH3:34][N:35]([CH3:36])[CH:37]=[O:38].[Cl:1][c:2]1[cH:3][cH:4][c:5]2[n:6]([n:7]1)[n:8][c:9]([C:11](=[O:12])[OH:13])[n:10]2.[ClH:23].[OH2:33]>>[Cl:1][c:2]1[cH:3][cH:4][c:5]2[n:6]([n:7]1)[n:8][c:9]([C:11](=[O:13])[NH:31][C:28]([C:27]([O:26][CH2:24][CH3:25])=[O:32])([CH3:29])[CH3:30])[n:10]2.